describe an organic reaction: reactants, conditions, products, and yield From a dataset of the Open Reaction Database (ORD), a public repository of structured organic reaction records. The reactants are C1(=CC=CC=C1)N1C=NC2=C(C1=O)SC=C2C2=CC=CC=C2 (3,7-Diphenylthieno[3,2-d]pyrimidin-4(3H)-one), NC1=C(SC=C1C1=CC=CC=C1)C(=O)OC (methyl 3-amino-4-phenylthiophene-2-carboxylate), C(OCC)(OCC)OCC (triethyl orthoformate), NC=1C=C(C#N)C=CC1 (3-aminobenzonitrile). Run in C(C)(=O)O (acetic acid). The product is O=C1C2=C(N=CN1C=1C=C(C#N)C=CC1)C(=CS2)C2=CC=CC=C2 (3-(4-Oxo-7-phenylthieno[3,2-d]pyrimidin-3(4H)-yl)benzonitrile). The yield is 14.0%. RXN SMILES: [C:1]1([N:7]2[C:12](=[O:13])[C:11]3[S:14][CH:15]=[C:16]([C:17]4[CH:22]=[CH:21][CH:20]=[CH:19][CH:18]=4)[C:10]=3[N:9]=[CH:8]2)[CH:6]=[CH:5][CH:4]=[CH:3][CH:2]=1.[NH2:23][C:24]1C(C2C=CC=CC=2)=CSC=1C(OC)=O.C(OCC)(OCC)OCC.NC1C=C(C=CC=1)C#N>C(O)(=O)C>[O:13]=[C:12]1[N:7]([C:1]2[CH:6]=[C:5]([CH:4]=[CH:3][CH:2]=2)[C:24]#[N:23])[CH:8]=[N:9][C:10]2[C:16]([C:17]3[CH:18]=[CH:19][CH:20]=[CH:21][CH:22]=3)=[CH:15][S:14][C:11]1=2. Procedure details: In the same manner as the synthesis of Compound 1, methyl 3-amino-4-phenylthiophene-2-carboxylate (100 mg, 0.43 mmol), triethyl orthoformate (1 ml), 3-aminobenzonitrile (96 mg, 0.81 mmol), and acetic acid (0.1 ml) were used to give 20 mg (0.061 mmol, 14% yield) of the title compound. The reactants are CC1=NNC(=C1)N (3-Methylpyrazol-5-amine), FC=1C=C(C=CC1F)C(CC(=O)OCC)=O (ethyl 3-(3,4-difluorophenyl)-3-oxopropanoate). Run in N1=CC=CC=C1 (pyridine). Product: FC=1C=C(C=CC1F)C1=CC(NC=2N1N=C(C2)C)=O (7-(3,4-difluorophenyl)-2-methylpyrazolo[1,5-a]pyrimidin-5(4H)-one). Isolated yield 64.0%. As a reaction SMILES: [CH3:1][C:2]1[CH:6]=[C:5]([NH2:7])[NH:4][N:3]=1.[F:8][C:9]1[CH:10]=[C:11]([C:16](=O)[CH2:17][C:18](OCC)=[O:19])[CH:12]=[CH:13][C:14]=1[F:15]>N1C=CC=CC=1>[F:8][C:9]1[CH:10]=[C:11]([C:16]2[N:4]3[N:3]=[C:2]([CH3:1])[CH:6]=[C:5]3[NH:7][C:18](=[O:19])[CH:17]=2)[CH:12]=[CH:13][C:14]=1[F:15]. Procedure: 3-Methylpyrazol-5-amine (670 mg) and ethyl 3-(3,4-difluorophenyl)-3-oxopropanoate (1.12 g) are stirred overnight in a pyridine (30 mL) solvent at 85° C. After cooling to room temperature, the reaction solvent is removed by distillation under reduced pressure. The remainder is extracted with ethyl acetate and water. The extracted organic layer is washed with brine and dehydrated with anhydrous MgSO4. The dehydrated organic layer is distilled under reduced pressure and the target compound (821 mg)... The reactants are C(=O)NC=1SC=C(N1)C(C(=O)NC1[C@@H]2N(C(=C(CS2)Cl)C(=O)OCC2=CC=C(C=C2)[N+](=O)[O-])C1=O)=NOCC(F)(F)F (4-nitrobenzyl 7-[2-(2-formamidothiazol-4-yl)-2-(2,2,2-trifluoroethoxyimino)acetamido]-3-chloro-3-cephem-4-carboxylate). Reagents/catalysts: [C].[Pd] (palladium carbon). The solvent is CO (methanol), O1CCCC1 (tetrahydrofuran). Yields the product C(=O)NC=1SC=C(N1)C(C(=O)NC1[C@@H]2N(C(=C(CS2)Cl)C(=O)O)C1=O)=NOCC(F)(F)F (7-[2-(2-formamidothiazol-4-yl)-2-(2,2,2-trifluoroethoxyimino)acetamido]-3-chloro-3-cephem-4-carboxylic acid). Isolated yield 70.2%. As a reaction SMILES: [CH:1]([NH:3][C:4]1[S:5][CH:6]=[C:7]([C:9](=[N:36][O:37][CH2:38][C:39]([F:42])([F:41])[F:40])[C:10]([NH:12][CH:13]2[C:34](=[O:35])[N:15]3[C:16]([C:21]([O:23]CC4C=CC([N+]([O-])=O)=CC=4)=[O:22])=[C:17]([Cl:20])[CH2:18][S:19][C@H:14]23)=[O:11])[N:8]=1)=[O:2]>CO.O1CCCC1.[C].[Pd]>[CH:1]([NH:3][C:4]1[S:5][CH:6]=[C:7]([C:9](=[N:36][O:37][CH2:38][C:39]([F:41])([F:42])[F:40])[C:10]([NH:12][CH:13]2[C:34](=[O:35])[N:15]3[C:16]([C:21]([OH:23])=[O:22])=[C:17]([Cl:20])[CH2:18][S:19][C@H:14]23)=[O:11])[N:8]=1)=[O:2] |f:3.4|. Procedure details: A suspension of 4-nitrobenzyl 7-[2-(2-formamidothiazol-4-yl)-2-(2,2,2-trifluoroethoxyimino)acetamido]-3-chloro-3-cephem-4-carboxylate (syn isomer, 1.8 g.) and 10% palladium carbon (0.9 g.) in methanol (20 ml.) and tetrahydrofuran (20 ml.) was treated in a similar manner to that of Example 21-(2) to give 7-[2-(2-formamidothiazol-4-yl)-2-(2,2,2-trifluoroethoxyimino)acetamido]-3-chloro-3-cephem-4-carboxylic acid (syn isomer, 1.0 g.). Starting materials: O=C1CCCCN1, CCCCCC, Nc1ccccc1N1CCOCC1, O=P(Cl)(Cl)Cl, c1ccccc1. The product is c1ccc(N2CCOCC2)c(N=C2CCCCN2)c1. RXN SMILES: [C:1]1(=[O:7])[CH2:2][CH2:3][CH2:4][CH2:5][NH:6]1.[CH3:26][CH2:27][CH2:28][CH2:29][CH2:30][CH3:31].[NH2:13][c:14]1[c:15]([N:20]2[CH2:21][CH2:22][O:23][CH2:24][CH2:25]2)[cH:16][cH:17][cH:18][cH:19]1.[P:8]([Cl:9])([Cl:10])([Cl:11])=[O:12].[cH:32]1[cH:33][cH:34][cH:35][cH:36][cH:37]1>>[C:1]1(=[N:13][c:14]2[c:15]([N:20]3[CH2:21][CH2:22][O:23][CH2:24][CH2:25]3)[cH:16][cH:17][cH:18][cH:19]2)[CH2:2][CH2:3][CH2:4][CH2:5][NH:6]1. Procedure: (S)-[4-(3-Diethylamino-propylamino)-phenyl]-(2-pyrrolidin-1-ylmethyl-pyrrolidin-1-yl)-methanone is prepared from (4-Fluoro-phenyl)-(2-pyrrolidin-1-ylmethyl-pyrrolidin-1-yl)-methanone and 3-piperidino propylamine in a manner substantially similar to Procedure A. MS (APCI+) 399 (M+H)+. Starting materials: FC1=CC=C(C=C1)C(=O)N1C(CCC1)CN1CCCC1 ((4-Fluoro-phenyl)-(2-pyrrolidin-1-ylmethyl-pyrrolidin-1-yl)-methanone), N1(CCCCC1)CCCN (3-piperidino propylamine). Reaction SMILES: F[C:2]1[CH:7]=[CH:6][C:5]([C:8]([N:10]2[CH2:14][CH2:13][CH2:12][CH:11]2[CH2:15][N:16]2[CH2:20][CH2:19][CH2:18][CH2:17]2)=[O:9])=[CH:4][CH:3]=1.[N:21]1([CH2:27][CH2:28][CH2:29][NH2:30])[CH2:26][CH2:25]C[CH2:23][CH2:22]1>>[CH2:22]([N:21]([CH2:26][CH3:25])[CH2:27][CH2:28][CH2:29][NH:30][C:2]1[CH:7]=[CH:6][C:5]([C:8]([N:10]2[CH2:14][CH2:13][CH2:12][C@H:11]2[CH2:15][N:16]2[CH2:20][CH2:19][CH2:18][CH2:17]2)=[O:9])=[CH:4][CH:3]=1)[CH3:23]. The product is C(C)N(CCCNC1=CC=C(C=C1)C(=O)N1[C@@H](CCC1)CN1CCCC1)CC ((S)-[4-(3-Diethylamino-propylamino)-phenyl]-(2-pyrrolidin-1-ylmethyl-pyrrolidin-1-yl)-methanone). The reactants are C(C1=CC=CC=C1)(=O)OC1=CC=C(C(=N1)O)C#N (6-benzoyloxy-3-cyano-2-hydroxypyridine), ClC1=CC=C(C(=O)Cl)C=C1 (4-chlorobenzoyl chloride). Yields the product C(C1=CC=CC=C1)(=O)OC1=CC=C(C(=N1)OC(C1=CC=C(C=C1)Cl)=O)C#N (6-benzoyloxy-2-(4-chlorobenzoyloxy)-3-cyanopyridine). The yield is 82.8%. As a reaction SMILES: [C:1]([O:9][C:10]1[N:15]=[C:14]([OH:16])[C:13]([C:17]#[N:18])=[CH:12][CH:11]=1)(=[O:8])[C:2]1[CH:7]=[CH:6][CH:5]=[CH:4][CH:3]=1.[Cl:19][C:20]1[CH:28]=[CH:27][C:23]([C:24](Cl)=[O:25])=[CH:22][CH:21]=1>>[C:1]([O:9][C:10]1[N:15]=[C:14]([O:16][C:24](=[O:25])[C:23]2[CH:27]=[CH:28][C:20]([Cl:19])=[CH:21][CH:22]=2)[C:13]([C:17]#[N:18])=[CH:12][CH:11]=1)(=[O:8])[C:2]1[CH:3]=[CH:4][CH:5]=[CH:6][CH:7]=1. Reported procedure: The general procedure of Example 90 was followed using 1.00 g of 6-benzoyloxy-3-cyano-2-hydroxypyridine and 0.72 g of 4-chlorobenzoyl chloride, thereby producing 1.29 g of the title compound in a yield of 82%. Reactants: C1OC2(C3=C(C=CC4=C2C=CC(=C4)C(C#N)C)C=CC=C3)OC1 (2-(5,5-ethylenedioxy-5H-dibenzo[a,d]cyclohepten-2-yl)propionitrile), O (water), [OH-].[K+] (potassium hydroxide). Solvent: CO (methanol). Product: C1OC2(C3=C(C=CC4=C2C=CC(=C4)C(C(=O)N)C)C=CC=C3)OC1 (2-(5,5-ethylenedioxy-5H-dibenzo[a,d]cyclohepten-2-yl)propionamide). Isolated yield 57.0%. As a reaction SMILES: [CH2:1]1[CH2:23][O:22][C:3]2([C:9]3[CH:10]=[CH:11][C:12]([CH:14]([CH3:17])[C:15]#[N:16])=[CH:13][C:8]=3[CH:7]=[CH:6][C:5]3[CH:18]=[CH:19][CH:20]=[CH:21][C:4]2=3)[O:2]1.[OH2:24].[OH-].[K+]>CO>[CH2:23]1[CH2:1][O:2][C:3]2([C:9]3[CH:10]=[CH:11][C:12]([CH:14]([CH3:17])[C:15]([NH2:16])=[O:24])=[CH:13][C:8]=3[CH:7]=[CH:6][C:5]3[CH:18]=[CH:19][CH:20]=[CH:21][C:4]2=3)[O:22]1 |f:2.3|. Procedure: 3.0 Gm. of 2-(5,5-ethylenedioxy-5H-dibenzo[a,d]cyclohepten-2-yl)propionitrile is refluxed for 3 hours in 50 ml. of water and 10 ml. of methanol containing 0.55 gm. of potassium hydroxide. The solution is cooled and extracted with ethyl acetate. The extract is washed with aqueous sodium carbonate and water, then dried and evaporated to yield 57% of 2-(5,5-ethylenedioxy-5H-dibenzo[a,d]cyclohepten-2-yl)propionamide. Use of 2-(5,5-ethylenedioxy-5H-dibenzo[a,d]cyclohepten-2-yl)acetonitrile and a 1 ho... Starting materials: ClC1=CC(=C(CN2C=CC3=CC(=CC=C23)\C=C/2\C(NC(S2)=O)=O)C=C1)C(F)(F)F ((5Z)-5-({1-[4-chloro-2-(trifluoromethyl)benzyl]-1H-indol-5-yl}methylidene)-2,4-dioxo-1,3-thiazolidine), Cl.CN(CCCCl)C (3-(dimethylamino)propyl chloride hydrochloride). The product is ClC1=CC(=C(C=C1)CN1C=CC2=CC(=CC=C12)\C=C/1\C(N(C(S1)=O)CCCN(C)C)=O)C(F)(F)F ((5Z)-5-[(1-{[4-Chloro-2-(trifluoromethyl)phenyl]methyl}-1H-indol-5-yl)methylidene]-3-[3-(dimethylamino)propyl]-1,3-thiazolidine-2,4-dione). As a reaction SMILES: [Cl:1][C:2]1[CH:25]=[CH:24][C:5]([CH2:6][N:7]2[C:15]3[C:10](=[CH:11][C:12](/[CH:16]=[C:17]4/[C:18](=[O:23])[NH:19][C:20](=[O:22])[S:21]/4)=[CH:13][CH:14]=3)[CH:9]=[CH:8]2)=[C:4]([C:26]([F:29])([F:28])[F:27])[CH:3]=1.Cl.[CH3:31][N:32]([CH3:37])[CH2:33][CH2:34][CH2:35]Cl>>[Cl:1][C:2]1[CH:25]=[CH:24][C:5]([CH2:6][N:7]2[C:15]3[C:10](=[CH:11][C:12](/[CH:16]=[C:17]4/[C:18](=[O:23])[N:19]([CH2:35][CH2:34][CH2:33][N:32]([CH3:37])[CH3:31])[C:20](=[O:22])[S:21]/4)=[CH:13][CH:14]=3)[CH:9]=[CH:8]2)=[C:4]([C:26]([F:29])([F:27])[F:28])[CH:3]=1 |f:1.2|. Procedure details: (5Z)-5-[(1-{[4-Chloro-2-(trifluoromethyl)phenyl]methyl}-1H-indol-5-yl)methylidene]-3-[3-(dimethylamino)propyl]-1,3-thiazolidine-2,4-dione was prepared from [(5Z)-5-({1-[4-chloro-2-(trifluoromethyl)benzyl]-1H-indol-5-yl}methylidene)-2,4-dioxo-1,3-thiazolidine (from Example 243) and 3-(dimethylamino)propyl chloride hydrochloride following General Procedure H.